describe an organic reaction: reactants, conditions, products, and yield From a dataset of the Open Reaction Database (ORD), a public repository of structured organic reaction records. The reactants are CC#N, S=C=NCc1ccncc1, Nc1ccccc1O. Yields the product Oc1ccccc1NC(=S)NCc1ccncc1. RXN SMILES: [CH3:19][C:20]#[N:21].[N:1](=[C:2]=[S:3])[CH2:4][c:5]1[cH:6][cH:7][n:8][cH:9][cH:10]1.[NH2:11][c:12]1[cH:13][cH:14][cH:15][cH:16][c:17]1[OH:18]>>[NH:1]([C:2](=[S:3])[NH:11][c:12]1[cH:13][cH:14][cH:15][cH:16][c:17]1[OH:18])[CH2:4][c:5]1[cH:6][cH:7][n:8][cH:9][cH:10]1.